This data is from the Open Reaction Database (ORD), a public repository of structured organic reaction records. The task is: describe an organic reaction: reactants, conditions, products, and yield The reactants are ClC1=CC=C2C(=C(NC2=C1)C(=O)O)[N+](=O)[O-] (6-chloro-3-nitroindole-2-carboxylic acid), Cl.CNOC (N,O-dimethylhydroxylamine hydrochloride), CCN=C=NCCCN(C)C (WSC). The solvent is C(C)OCC (diethyl ether), CN(C)C=O (DMF), CN(C=O)C (dimethylformamide). Conditions: time 4 hour. The product is ClC1=CC=C2C(=C(NC2=C1)C(=O)N(C)OC)[N+](=O)[O-] (6-Chloro-2-(N-methoxy-N-methylamino)carbonyl-3-nitroindole). The yield is 55.9%. Reaction SMILES: [Cl:1][C:2]1[CH:10]=[C:9]2[C:5]([C:6]([N+:14]([O-:16])=[O:15])=[C:7]([C:11]([OH:13])=O)[NH:8]2)=[CH:4][CH:3]=1.Cl.[CH3:18][NH:19][O:20][CH3:21].CCN=C=NCCCN(C)C>CN(C=O)C.C(OCC)C>[Cl:1][C:2]1[CH:10]=[C:9]2[C:5]([C:6]([N+:14]([O-:16])=[O:15])=[C:7]([C:11]([N:19]([O:20][CH3:21])[CH3:18])=[O:13])[NH:8]2)=[CH:4][CH:3]=1 |f:1.2|. Reported procedure: To a mixture of 6-chloro-3-nitroindole-2-carboxylic acid (step 1, 2.35 g, 9.77 mmol) and N,O-dimethylhydroxylamine hydrochloride (3.81 g, 39.1 mmol) in DMF (50 ml) was added dropwise a dimethylformamide (15 ml) solution of WSC (5.61 g, 29.3 mmol) over 10 min. After stirring for 4 h the mixture was diluted with diethyl ether (200 ml) and washed with water (100 ml×4). The organic extract was dried (MgSO4) and solvent removed by evaporation. The crude product was recystallized from ethyl acetate to... Reactants: CCOC(=O)c1ccncc1N, Cc1ccccc1, CN(C)c1ccncc1, O=C(Cl)Cl, Cl, OCc1cc2cc(-c3ccccc3)ccc2o1, c1ccncc1. Product: CCOC(=O)c1ccncc1NC(=O)OCc1cc2cc(-c3ccccc3)ccc2o1. Reaction SMILES: [CH2:2]([CH3:3])[O:4][C:5](=[O:6])[c:7]1[c:8]([NH2:13])[cH:9][n:10][cH:11][cH:12]1.[CH3:41][c:42]1[cH:43][cH:44][cH:45][cH:46][cH:47]1.[CH3:48][N:49]([c:50]1[cH:51][cH:52][n:53][cH:54][cH:55]1)[CH3:56].[Cl:20][C:21]([Cl:22])=[O:23].[ClH:1].[c:24]1(-[c:30]2[cH:31][cH:32][c:33]3[c:34]([cH:35][c:36]([CH2:38][OH:39])[o:37]3)[cH:40]2)[cH:25][cH:26][cH:27][cH:28][cH:29]1.[cH:14]1[cH:15][cH:16][n:17][cH:18][cH:19]1>>[CH2:2]([CH3:3])[O:4][C:5](=[O:6])[c:7]1[c:8]([NH:13][C:21](=[O:23])[O:39][CH2:38][c:36]2[cH:35][c:34]3[c:33]([cH:32][cH:31][c:30](-[c:24]4[cH:25][cH:26][cH:27][cH:28][cH:29]4)[cH:40]3)[o:37]2)[cH:9][n:10][cH:11][cH:12]1.